Dataset: the Open Reaction Database (ORD), a public repository of structured organic reaction records. Task: describe an organic reaction: reactants, conditions, products, and yield Starting materials: NCC(COC1=C(C#N)C=CC=C1)O (2-(3-amino-2-hydroxypropoxy)benzonitrile), compound, O=CCC(=O)OCC (ethyl 3-oxopropanoate). Run in CO (methanol). Yields the product C(#N)C1=C(OCC(CN=CCC(=O)OCC)O)C=CC=C1 (ethyl N-[3-(2-cyanophenoxy)-2-hydroxypropyl]-3-iminopropanoate). As a reaction SMILES: [NH2:1][CH2:2][CH:3]([OH:14])[CH2:4][O:5][C:6]1[CH:13]=[CH:12][CH:11]=[CH:10][C:7]=1[C:8]#[N:9].O=[CH:16][CH2:17][C:18]([O:20][CH2:21][CH3:22])=[O:19]>CO>[C:8]([C:7]1[CH:10]=[CH:11][CH:12]=[CH:13][C:6]=1[O:5][CH2:4][CH:3]([OH:14])[CH2:2][N:1]=[CH:16][CH2:17][C:18]([O:20][CH2:21][CH3:22])=[O:19])#[N:9]. Procedure: In accordance with Example 10 above 2-(3-amino-2-hydroxypropoxy)benzonitrile was prepared. 1.9 g of this compound were dissolved in 30 ml of methanol and 1.16 g of ethyl 3-oxopropanoate were added, wereby ethyl N-[3-(2-cyanophenoxy)-2-hydroxypropyl]-3-iminopropanoate was obtained. Thesolution was cooled to 0° C. and at this temperature 3 g of sodium borohydride were added little by little, whereby the imino compound was reduced. The temperature was then allowed to rise to ambient temperature and...